Dataset: the Open Reaction Database (ORD), a public repository of structured organic reaction records. Task: describe an organic reaction: reactants, conditions, products, and yield The reactants are CCc1nc2c(F)ccc(OCC(=O)OC)c2c(OC(F)F)c1Cc1ccc(S(=O)(=O)CC)cc1, CO, Cl, [Li+], C1CCOC1, [OH-], O. Yields the product CCc1nc2c(F)ccc(OCC(=O)O)c2c(OC(F)F)c1Cc1ccc(S(=O)(=O)CC)cc1. RXN SMILES: [CH3:1][O:2][C:3]([CH2:4][O:5][c:6]1[c:7]2[c:8]([O:31][CH:32]([F:33])[F:34])[c:9]([CH2:19][c:20]3[cH:21][cH:22][c:23]([S:26](=[O:27])(=[O:28])[CH2:29][CH3:30])[cH:24][cH:25]3)[c:10]([CH2:17][CH3:18])[n:11][c:12]2[c:13]([F:16])[cH:14][cH:15]1)=[O:35].[CH3:36][OH:37].[ClH:40].[Li+:38].[O:42]1[CH2:43][CH2:44][CH2:45][CH2:46]1.[OH-:39].[OH2:41]>>[O:2]=[C:3]([CH2:4][O:5][c:6]1[c:7]2[c:8]([O:31][CH:32]([F:33])[F:34])[c:9]([CH2:19][c:20]3[cH:21][cH:22][c:23]([S:26](=[O:27])(=[O:28])[CH2:29][CH3:30])[cH:24][cH:25]3)[c:10]([CH2:17][CH3:18])[n:11][c:12]2[c:13]([F:16])[cH:14][cH:15]1)[OH:35].